From a dataset of the Open Reaction Database (ORD), a public repository of structured organic reaction records. describe an organic reaction: reactants, conditions, products, and yield Starting materials: CC(=O)O, O=N[O-], CCOC(=O)c1cc2oc3ccc(Cl)cc3c(=O)c2nc1N, [Na+], O. Product: CCOC(=O)c1cc2oc3ccc(Cl)cc3c(=O)c2nc1O. Reaction SMILES: [CH3:23][C:24]([OH:25])=[O:26].[N:27]([O-:28])=[O:29].[NH2:1][c:2]1[n:3][c:4]2[c:5](=[O:22])[c:6]3[cH:7][c:8]([Cl:21])[cH:9][cH:10][c:11]3[o:12][c:13]2[cH:14][c:15]1[C:16](=[O:17])[O:18][CH2:19][CH3:20].[Na+:30].[OH2:31]>>[c:2]1([OH:25])[n:3][c:4]2[c:5](=[O:22])[c:6]3[cH:7][c:8]([Cl:21])[cH:9][cH:10][c:11]3[o:12][c:13]2[cH:14][c:15]1[C:16](=[O:17])[O:18][CH2:19][CH3:20]. Starting materials: NC(CN1C=C(C=CC1=NS(=O)(=O)C1=CC=C(C=C1)C)OC=1C=C(C=CC1)NC(=O)C1=NC(=CC=C1)C)=O (N-(3-{[1-(2-amino-2-oxoethyl)-6-{[(4-methylphenyl)sulfonyl]imino}-1,6-dihydropyridin-3-yl]oxy}phenyl)-6-methylpyridine-2-carboxamide), FC(C(=O)OC(C(F)(F)F)=O)(F)F (trifluoroacetic anhydride). Solvent: O1CCCC1 (tetrahydrofuran). Conditions: time 1 hour. The product is NC=1N=C2N(C=C(C=C2)OC=2C=C(C=CC2)NC(=O)C2=NC(=CC=C2)C)C1 (N-{3-[(2-aminoimidazo[1,2-a]pyridin-6-yl)oxy]phenyl}-6-methylpyridine-2-carboxamide). Isolated yield 22.5%. RXN SMILES: [NH2:1][C:2](=O)[CH2:3][N:4]1[C:9](=[N:10]S(C2C=CC(C)=CC=2)(=O)=O)[CH:8]=[CH:7][C:6]([O:21][C:22]2[CH:23]=[C:24]([NH:28][C:29]([C:31]3[CH:36]=[CH:35][CH:34]=[C:33]([CH3:37])[N:32]=3)=[O:30])[CH:25]=[CH:26][CH:27]=2)=[CH:5]1.FC(F)(F)C(OC(=O)C(F)(F)F)=O>O1CCCC1>[NH2:1][C:2]1[N:10]=[C:9]2[CH:8]=[CH:7][C:6]([O:21][C:22]3[CH:23]=[C:24]([NH:28][C:29]([C:31]4[CH:36]=[CH:35][CH:34]=[C:33]([CH3:37])[N:32]=4)=[O:30])[CH:25]=[CH:26][CH:27]=3)=[CH:5][N:4]2[CH:3]=1. Procedure: A mixture of N-(3-{[1-(2-amino-2-oxoethyl)-6-{[(4-methylphenyl)sulfonyl]imino}-1,6-dihydropyridin-3-yl]oxy}phenyl)-6-methylpyridine-2-carboxamide (14.6 g, 27.5 mmol), trifluoroacetic anhydride (31 mL) and tetrahydrofuran (300 mL) was stirred at room temperature for 1 hr. The reaction solution was concentrated under reduced pressure, and ethyl acetate was added to the residue. The mixture was washed with aqueous sodium hydrogen carbonate solution and saturated brine, dried over anhydrous magnesiu... Reactants: C(C1=CC=CC=C1)OC1=C2CCCC(C2=CC=C1)C(=O)N(CC=1C=NNC1)C=1C=NC(=CC1)C(C)C (5-benzyloxy-N-(6-isopropylpyridin-3-yl)-N-[(pyrazol-4-yl)methyl]-1,2,3,4-tetrahydronaphthalene-1-carboxamide), ClC=1SC(=CC1)CCl (2-chloro-5-(chloromethyl)thiophene). The product is C(C1=CC=CC=C1)OC1=C2CCCC(C2=CC=C1)C(=O)N(C=1C=NC(=CC1)C(C)C)CC=1C=NN(C1)CC=1SC(=CC1)Cl (5-benzyloxy-N-({1-[(5-chlorothiophen-2-yl)methyl]pyrazol-4-yl}methyl)-N-(6-isopropylpyridin-3-yl)-1,2,3,4-tetrahydronaphthalene-1-carboxamide). The yield is 74.8%. As a reaction SMILES: [CH2:1]([O:8][C:9]1[CH:18]=[CH:17][CH:16]=[C:15]2[C:10]=1[CH2:11][CH2:12][CH2:13][CH:14]2[C:19]([N:21]([C:28]1[CH:29]=[N:30][C:31]([CH:34]([CH3:36])[CH3:35])=[CH:32][CH:33]=1)[CH2:22][C:23]1[CH:24]=[N:25][NH:26][CH:27]=1)=[O:20])[C:2]1[CH:7]=[CH:6][CH:5]=[CH:4][CH:3]=1.[Cl:37][C:38]1[S:39][C:40]([CH2:43]Cl)=[CH:41][CH:42]=1>>[CH2:1]([O:8][C:9]1[CH:18]=[CH:17][CH:16]=[C:15]2[C:10]=1[CH2:11][CH2:12][CH2:13][CH:14]2[C:19]([N:21]([CH2:22][C:23]1[CH:24]=[N:25][N:26]([CH2:43][C:40]2[S:39][C:38]([Cl:37])=[CH:42][CH:41]=2)[CH:27]=1)[C:28]1[CH:29]=[N:30][C:31]([CH:34]([CH3:36])[CH3:35])=[CH:32][CH:33]=1)=[O:20])[C:2]1[CH:7]=[CH:6][CH:5]=[CH:4][CH:3]=1. Procedure details: By the reaction and treatment in the same manner as in Example 83 using 5-benzyloxy-N-(6-isopropylpyridin-3-yl)-N-[(pyrazol-4-yl)methyl]-1,2,3,4-tetrahydronaphthalene-1-carboxamide (1.44 g) and 2-chloro-5-(chloromethyl)thiophene (0.79 g) as starting materials, 5-benzyloxy-N-({1-[(5-chlorothiophen-2-yl)methyl]pyrazol-4-yl}methyl)-N-(6-isopropylpyridin-3-yl)-1,2,3,4-tetrahydronaphthalene-1-carboxamide (1.37 g) was obtained. By the reaction and treatment of this compound in the same manner as in Ex... Reactants: CC(=O)Nc1ccc(CCCl)cc1C, Cl, c1ccc2c(N3CCNCC3)nsc2c1. The product is CC(=O)Nc1ccc(CCN2CCN(c3nsc4ccccc34)CC2)cc1C. Reaction SMILES: [Cl:1][CH2:2][CH2:3][c:4]1[cH:5][c:6]([CH3:14])[c:7]([NH:10][C:11]([CH3:12])=[O:13])[cH:8][cH:9]1.[ClH:15].[N:16]1([c:22]2[n:23][s:24][c:25]3[c:26]2[cH:27][cH:28][cH:29][cH:30]3)[CH2:17][CH2:18][NH:19][CH2:20][CH2:21]1>>[CH2:2]([CH2:3][c:4]1[cH:5][c:6]([CH3:14])[c:7]([NH:10][C:11]([CH3:12])=[O:13])[cH:8][cH:9]1)[N:19]1[CH2:18][CH2:17][N:16]([c:22]2[n:23][s:24][c:25]3[c:26]2[cH:27][cH:28][cH:29][cH:30]3)[CH2:21][CH2:20]1. Starting materials: Br, Br, CC(=O)O, CC(=O)c1nc(C(F)(F)F)sc1C. Product: Cc1sc(C(F)(F)F)nc1C(=O)CBr. As a reaction SMILES: [Br:15].[BrH:14].[CH3:16][C:17](=[O:18])[OH:19].[F:1][C:2]([c:3]1[s:4][c:5]([CH3:11])[c:6]([C:8]([CH3:9])=[O:10])[n:7]1)([F:12])[F:13]>>[F:1][C:2]([c:3]1[s:4][c:5]([CH3:11])[c:6]([C:8]([CH2:9][Br:14])=[O:10])[n:7]1)([F:12])[F:13]. The reactants are CCOc1cc(C(C)(C)C)ncc1C1=NC(C)(c2ccc(Cl)cc2)C(C)(c2ccc(Cl)cc2)N1C(=O)N1CCC(CC(=O)O)CC1, CC(N)C1CC1. The product is CCOc1cc(C(C)(C)C)ncc1C1=NC(C)(c2ccc(Cl)cc2)C(C)(c2ccc(Cl)cc2)N1C(=O)N1CCC(CC(=O)NC(C)C2CC2)CC1. Reaction SMILES: [C:1]([CH3:2])([CH3:3])([CH3:4])[c:5]1[cH:6][c:7]([O:44][CH2:45][CH3:46])[c:8]([C:11]2=[N:15][C:14]([CH3:16])([c:17]3[cH:18][cH:19][c:20]([Cl:23])[cH:21][cH:22]3)[C:13]([CH3:24])([c:25]3[cH:26][cH:27][c:28]([Cl:31])[cH:29][cH:30]3)[N:12]2[C:32](=[O:33])[N:34]2[CH2:35][CH2:36][CH:37]([CH2:40][C:41](=[O:42])[OH:43])[CH2:38][CH2:39]2)[cH:9][n:10]1.[CH:47]1([CH:50]([CH3:51])[NH2:52])[CH2:48][CH2:49]1>>[C:1]([CH3:2])([CH3:3])([CH3:4])[c:5]1[cH:6][c:7]([O:44][CH2:45][CH3:46])[c:8]([C:11]2=[N:15][C:14]([CH3:16])([c:17]3[cH:18][cH:19][c:20]([Cl:23])[cH:21][cH:22]3)[C:13]([CH3:24])([c:25]3[cH:26][cH:27][c:28]([Cl:31])[cH:29][cH:30]3)[N:12]2[C:32](=[O:33])[N:34]2[CH2:35][CH2:36][CH:37]([CH2:40][C:41](=[O:42])[NH:52][CH:50]([CH:47]3[CH2:48][CH2:49]3)[CH3:51])[CH2:38][CH2:39]2)[cH:9][n:10]1. Starting materials: CC(C)(C)c1ccc(N=C=O)cc1, COc1cc2ncnc(Oc3cccc(N)c3)c2cc1OC, CN(C)C=O, O. Product: COc1cc2ncnc(Oc3cccc(NC(=O)Nc4ccc(C(C)(C)C)cc4)c3)c2cc1OC. RXN SMILES: [C:23]([CH3:24])([CH3:25])([CH3:26])[c:27]1[cH:28][cH:29][c:30]([N:33]=[C:34]=[O:35])[cH:31][cH:32]1.[CH3:1][O:2][c:3]1[cH:4][c:5]2[c:6]([O:15][c:16]3[cH:17][c:18]([NH2:19])[cH:20][cH:21][cH:22]3)[n:7][cH:8][n:9][c:10]2[cH:11][c:12]1[O:13][CH3:14].[O:36]=[CH:37][N:38]([CH3:39])[CH3:40].[OH2:41]>>[CH3:1][O:2][c:3]1[cH:4][c:5]2[c:6]([O:15][c:16]3[cH:17][c:18]([NH:19][C:34]([NH:33][c:30]4[cH:29][cH:28][c:27]([C:23]([CH3:24])([CH3:25])[CH3:26])[cH:32][cH:31]4)=[O:35])[cH:20][cH:21][cH:22]3)[n:7][cH:8][n:9][c:10]2[cH:11][c:12]1[O:13][CH3:14]. Starting materials: C(=O)(OC(C)(C)C)N1[C@@H](CCC1)COC=1C=NC(=C(C1)Br)Cl (3-(1-BOC-2-(S)-pyrrolidinylmethoxy)-5-bromo-6-chloropyridine), tetrekis(triphenylphosphine)palladium, C(CCC)[Sn](C1=NC=CC=N1)(CCCC)CCCC (tributyl(pyrimidinyl)tin). Solvent: C1(=CC=CC=C1)C (toluene). The product is C(=O)(OC(C)(C)C)N1[C@@H](CCC1)COC=1C=NC(=C(C1)C=1C=NC=NC1)Cl (3-(1-BOC-2-(S)-pyrrolidinylmethoxy)-6-chloro-5-(5-pyrimidinyl)pyridine). The yield is 116.3%. As a reaction SMILES: [C:1]([N:8]1[CH2:12][CH2:11][CH2:10][C@H:9]1[CH2:13][O:14][C:15]1[CH:16]=[N:17][C:18]([Cl:22])=[C:19](Br)[CH:20]=1)([O:3][C:4]([CH3:7])([CH3:6])[CH3:5])=[O:2].C([Sn](CCCC)(CCCC)[C:28]1[N:33]=[CH:32][CH:31]=[CH:30][N:29]=1)CCC>C1(C)C=CC=CC=1>[C:1]([N:8]1[CH2:12][CH2:11][CH2:10][C@H:9]1[CH2:13][O:14][C:15]1[CH:16]=[N:17][C:18]([Cl:22])=[C:19]([C:31]2[CH:30]=[N:29][CH:28]=[N:33][CH:32]=2)[CH:20]=1)([O:3][C:4]([CH3:7])([CH3:6])[CH3:5])=[O:2]. Procedure: To the solution of 3-(1-BOC-2-(S)-pyrrolidinylmethoxy)-5-bromo-6-chloropyridine (400 mg, 1.1 mmol) in toluene (10 mL) was added tetrekis(triphenylphosphine)palladium (40 mg, 1%) and tributyl(pyrimidinyl)tin (0.51 g, 1.38 mmol). The mixture was stirred and heated under reflux for 16 h. Solvent was evaporated and the residue was chromatographed (silica gel; hexane/EtOAc, 10:1 to 2:1) to afford an oil (500 mg, 100%): 1H NMR (CDCl3, 300 MHz) δ 1.40 (s, 9H), 1.85-2.00 (m, 2H), 2.00-2.10 (m, 2H), 3.34...